Dataset: the Open Reaction Database (ORD), a public repository of structured organic reaction records. Task: describe an organic reaction: reactants, conditions, products, and yield Starting materials: BrCC(=O)C1CCOCC1 (2-bromo-1-(tetrahydro-pyran-4-yl)-ethanone), N1=C(C=CC=C1)C (2-picoline). Solvent: CO (methanol). Product: [Br-].CC1=[N+](C=CC=C1)CC(C1CCOCC1)=O (2-methyl-1-[2-oxo-2-(tetrahydro-pyran-4-yl)-ethyl]-pyridinium bromide). Yield: 86.4%. As a reaction SMILES: [Br:1][CH2:2][C:3]([CH:5]1[CH2:10][CH2:9][O:8][CH2:7][CH2:6]1)=[O:4].[N:11]1[CH:16]=[CH:15][CH:14]=[CH:13][C:12]=1[CH3:17]>CO>[Br-:1].[CH3:17][C:12]1[CH:13]=[CH:14][CH:15]=[CH:16][N+:11]=1[CH2:2][C:3](=[O:4])[CH:5]1[CH2:10][CH2:9][O:8][CH2:7][CH2:6]1 |f:3.4|. Reported procedure: A mixture of 2-bromo-1-(tetrahydro-pyran-4-yl)-ethanone (0.6 g, 2.89 mmol) and 2-picoline (0.4 mL, 4.3 mmol) in methanol (10 mL) was heated to reflux and maintained overnight. The solvent was removed in vacuo to give a residue which was washed with 20% ethyl acetate in hexane to afford 2-methyl-1-[2-oxo-2-(tetrahydro-pyran-4-yl)-ethyl]-pyridinium bromide (0.75 g, 86%) as a semi-solid. Starting materials: C(C1=CC=CC=C1)Cl (benzyl chloride), N (ammonia), [NH2-].[Na+] (sodium amide), Fe(NO3)3, liquid, N (NH3), N1C=CC2=CC=CC=C12 (indole), [Na] (sodium). Solvent: CCOCC (ether), CCOCC (ether). Reaction conditions: time 30 minute. The product is C(C1=CC=CC=C1)N1C=CC2=CC=CC=C12 (1-Benzylindole). As a reaction SMILES: [NH2-].[Na+].[Na].N.[NH:5]1[C:13]2[C:8](=[CH:9][CH:10]=[CH:11][CH:12]=2)[CH:7]=[CH:6]1.[CH2:14](Cl)[C:15]1[CH:20]=[CH:19][CH:18]=[CH:17][CH:16]=1>CCOCC>[CH2:14]([N:5]1[C:13]2[C:8](=[CH:9][CH:10]=[CH:11][CH:12]=2)[CH:7]=[CH:6]1)[C:15]1[CH:20]=[CH:19][CH:18]=[CH:17][CH:16]=1 |f:0.1,^1:2|. Procedure: To a stirred mixture of sodium amide (prepared from 19.6 g, 0.85 mole of sodium and a few mg of Fe(NO3)3 -9H2O) and 800 mL of liquid NH3 (a dry ice condenser was used) was added a solution of 100 g (0.85 mole) of indole in 250 mL of dry ether during 15 minutes. The mixture was stirred for 30 minutes and then a solution of 107.8 g (0.85 mole) of benzyl chloride in 100 mL of dry ether was added during 30 minutes. The ammonia was allowed to evaporate overnight. The sides of the flask were washed do... Starting materials: COC1=CC=C2N=CC(N(C2=C1)CCCN[C@@H]1CC(N(C1)C=1C=CC2=C(NC(CO2)=O)C1)=O)=O (6-[(4R)-4-{[3-(7-Methoxy-2-oxoquinoxalin-1(2H)-yl)propyl]amino}-2-oxopyrrolidin-1-yl]-2H-1,4-benzoxazin-3(4H)-one), Cl.O1CCOCC1 (hydrogen chloride dioxane). Run in ClCCl (dichloromethane), C(C)O (ethanol). Conditions: temperature 50 celsius, time 20 minute. Yields the product O.Cl.COC1=CC=C2N=CC(N(C2=C1)CCCN[C@@H]1CC(N(C1)C=1C=CC2=C(NC(CO2)=O)C1)=O)=O (6-[(4R)-4-{[3-(7-Methoxy-2-oxoquinoxalin-1(2H)-yl)propyl]amino}-2-oxopyrrolidin-1-yl]-2H-1,4-benzoxazin-3(4H)-one hydrochloride monohydrate). Yield: 147.7%. RXN SMILES: [CH3:1][O:2][C:3]1[CH:12]=[C:11]2[C:6]([N:7]=[CH:8][C:9](=[O:34])[N:10]2[CH2:13][CH2:14][CH2:15][NH:16][C@H:17]2[CH2:21][N:20]([C:22]3[CH:23]=[CH:24][C:25]4[O:30][CH2:29][C:28](=[O:31])[NH:27][C:26]=4[CH:32]=3)[C:19](=[O:33])[CH2:18]2)=[CH:5][CH:4]=1.[ClH:35].O1CCOCC1>ClCCl.C(O)C>[OH2:2].[ClH:35].[CH3:1][O:2][C:3]1[CH:12]=[C:11]2[C:6]([N:7]=[CH:8][C:9](=[O:34])[N:10]2[CH2:13][CH2:14][CH2:15][NH:16][C@H:17]2[CH2:21][N:20]([C:22]3[CH:23]=[CH:24][C:25]4[O:30][CH2:29][C:28](=[O:31])[NH:27][C:26]=4[CH:32]=3)[C:19](=[O:33])[CH2:18]2)=[CH:5][CH:4]=1 |f:1.2,5.6.7|. Reported procedure: 6-[(4R)-4-{[3-(7-Methoxy-2-oxoquinoxalin-1(2H)-yl)propyl]amino}-2-oxopyrrolidin-1-yl]-2H-1,4-benzoxazin-3(4H)-one (2.86 g, 6.17 mmol) was dissolved in dichloromethane (50 ml) and ethanol (2 ml). To this solution was added 4 N hydrogen chloride/dioxane solution (1.59 ml, 6.37 mmol) under cooling in an ice bath. The precipitated insoluble material was collected by filtration and was then dried. The obtained residue was suspended in ethanol (20 ml), and the suspension was then stirred at 50° C. for... As a reaction SMILES: [C:1]([CH3:2])([CH3:3])([CH3:4])[O:5][C:6]([CH:7]([C:8](=[O:9])[CH3:10])[O:11][C:12]([CH3:13])=[O:14])=[O:15].[CH2:18]([CH2:19][CH2:20][CH3:21])[Br:22].[H-:17].[Na+:16].[O:23]=[CH:24][N:25]([CH3:26])[CH3:27]>>[C:1]([CH3:2])([CH3:3])([CH3:4])[O:5][C:6]([C:7]([C:8](=[O:9])[CH3:10])([O:11][C:12]([CH3:13])=[O:14])[CH2:18][CH2:19][CH2:20][CH3:21])=[O:15]. Product: CCCCC(OC(C)=O)(C(C)=O)C(=O)OC(C)(C)C. The reactants are CC(=O)OC(C(C)=O)C(=O)OC(C)(C)C, CCCCBr, [H-], [Na+], CN(C)C=O.